From a dataset of the Open Reaction Database (ORD), a public repository of structured organic reaction records. describe an organic reaction: reactants, conditions, products, and yield Reactants: COc1ccc(C(=O)c2c(Cc3ccc(Br)cc3)sc(C)c2C)cc1C1CCCC1, ClCCl. The product is Cc1sc(Cc2ccc(Br)cc2)c(C(=O)c2ccc(O)c(C3CCCC3)c2)c1C. As a reaction SMILES: [Br:1][c:2]1[cH:3][cH:4][c:5]([CH2:6][c:7]2[s:8][c:9]([CH3:28])[c:10]([CH3:27])[c:11]2[C:12](=[O:13])[c:14]2[cH:15][c:16]([CH:22]3[CH2:23][CH2:24][CH2:25][CH2:26]3)[c:17]([O:20][CH3:21])[cH:18][cH:19]2)[cH:29][cH:30]1.[Cl:31][CH2:32][Cl:33]>>[Br:1][c:2]1[cH:3][cH:4][c:5]([CH2:6][c:7]2[s:8][c:9]([CH3:28])[c:10]([CH3:27])[c:11]2[C:12](=[O:13])[c:14]2[cH:15][c:16]([CH:22]3[CH2:23][CH2:24][CH2:25][CH2:26]3)[c:17]([OH:20])[cH:18][cH:19]2)[cH:29][cH:30]1. Starting materials: C(C)(C)N(CC)C(C)C (diisopropylethylamine), C(C)(=O)Cl (acetyl chloride), NC1=CC=C(C(=O)C2=CC=C(N2C)CC(=O)N(C)C2=C(C(=C(C=C2)Cl)COC=2C=CC=C3C=CC(=NC23)C)Cl)C=C1 (2-[5-(4-Amino-benzoyl)-1-methyl-1H-pyrrol-2-yl]-N-[2,4-dichloro-3-(2-methyl-quinolin-8-yloxymethyl)-phenyl]-N-methyl-acetamide). Run in C(C)#N (acetonitrile). Conditions: time 2 hour. Yields the product C(C)(=O)NC1=CC=C(C(=O)C2=CC=C(N2C)CC(=O)N(C)C2=C(C(=C(C=C2)Cl)COC=2C=CC=C3C=CC(=NC23)C)Cl)C=C1 (2-[5-(4-Acetylamino-benzoyl)-1-methyl-1H-pyrrol-2-yl]-N-[2,4-dichloro-3-(2-methyl-quinolin-8-yloxymethyl)-phenyl]-N-methyl-acetamide). Yield: 50.0%. As a reaction SMILES: [NH2:1][C:2]1[CH:41]=[CH:40][C:5]([C:6]([C:8]2[N:12]([CH3:13])[C:11]([CH2:14][C:15]([N:17]([C:19]3[CH:24]=[CH:23][C:22]([Cl:25])=[C:21]([CH2:26][O:27][C:28]4[CH:29]=[CH:30][CH:31]=[C:32]5[C:37]=4[N:36]=[C:35]([CH3:38])[CH:34]=[CH:33]5)[C:20]=3[Cl:39])[CH3:18])=[O:16])=[CH:10][CH:9]=2)=[O:7])=[CH:4][CH:3]=1.C(N(C(C)C)CC)(C)C.[C:51](Cl)(=[O:53])[CH3:52]>C(#N)C>[C:51]([NH:1][C:2]1[CH:41]=[CH:40][C:5]([C:6]([C:8]2[N:12]([CH3:13])[C:11]([CH2:14][C:15]([N:17]([C:19]3[CH:24]=[CH:23][C:22]([Cl:25])=[C:21]([CH2:26][O:27][C:28]4[CH:29]=[CH:30][CH:31]=[C:32]5[C:37]=4[N:36]=[C:35]([CH3:38])[CH:34]=[CH:33]5)[C:20]=3[Cl:39])[CH3:18])=[O:16])=[CH:10][CH:9]=2)=[O:7])=[CH:4][CH:3]=1)(=[O:53])[CH3:52]. Procedure details: Compound 56 (0.033 g, 0.056 mmol) was dissolved in 5 mL acetonitrile. To this was added diisopropylethylamine (0.032 mL, 0.184 mmol) and acetyl chloride (0.05 mL, 0.703 mmol). The reaction was allowed to stir for 2 hours then was quenched with the addition of ˜2 ml of methanol. The solvents were evaporated and the residue purified via reverse phase chromatography eluting with a gradient of acetonitrile:water 10-90%.The proper fractions were isolated and the solvents were lyophilized to yield the... The reactants are NC(C(C)C)CCCCCCCCC(C(C)C)N (3,12-Diamino-2,13-dimethyltetradecane), C1(CCCC1)C1N=NC(CC=CCCC=CC1)C1CCCC1 (3,12-dicyclopentyl-1,2-diaza-1,5,9-cyclododecatriene). Product: NC(CCCCCCCCC(C1CCCC1)N)C1CCCC1 (1,10-Diamino-1,10-dicyclopentyldecane). As a reaction SMILES: NC(CCCCCCCCC(N)C(C)C)C(C)C.[CH:19]1([CH:24]2[CH2:35][CH:34]=[CH:33][CH2:32][CH2:31][CH:30]=[CH:29][CH2:28][CH:27]([CH:36]3[CH2:40][CH2:39][CH2:38][CH2:37]3)[N:26]=[N:25]2)[CH2:23][CH2:22][CH2:21][CH2:20]1>>[NH2:25][CH:24]([CH:19]1[CH2:23][CH2:22][CH2:21][CH2:20]1)[CH2:35][CH2:34][CH2:33][CH2:32][CH2:31][CH2:30][CH2:29][CH2:28][CH:27]([NH2:26])[CH:36]1[CH2:40][CH2:39][CH2:38][CH2:37]1. Procedure: The procedure described in (a) is repeated, starting from 200 g (0.666 mole) of crude 3,12-dicyclopentyl-1,2-diaza-1,5,9-cyclododecatriene (diastereoisomer mixture) and using correspondingly reduced amounts of catalyst and solvent, affording after purification by chromatography and distillation 39.2 g (19% of theory) of 1,10-diamino-1,10-dicyclopentyl-decane as a colourless oil [b.p. 174°-178° C./0.002 torr; nD20 =1,4885; IR spectrum (liquid) includes bands at 3355, 3278, 1613-1 ]. Reactants: C(C)(C)C1CC(C2=C(C=CC(=C12)CC)O)=O (3-isopropyl-4-ethyl-7-hydroxyindan-1-one), CC1C(C2=CC3=C(C=C2C1)OCO3)=O (2-methyl-5,6-methylenedioxyindan-1-one). Solvent: C(C)O (ethanol). Yields the product C1(CCC2=CC=CC=C12)=O (indanone). As a reaction SMILES: C([CH:4]1[C:12]2[C:7](=[C:8](O)[CH:9]=[CH:10][C:11]=2CC)[C:6](=[O:16])[CH2:5]1)(C)C.CC1CC2C(=CC3OCOC=3C=2)C1=O>C(O)C>[C:6]1(=[O:16])[C:7]2[C:12](=[CH:11][CH:10]=[CH:9][CH:8]=2)[CH2:4][CH2:5]1. Procedure: The above aromatic composition of the present process is added in an amount of 1 ppm to the material milk of yoghurt and the material is fermented to make yoghurt. A 5 % ethanol solution of the mixture (in the ratio 1:1) of 3-isopropyl-4-ethyl-7-hydroxyindan-1-one and 2-methyl-5,6-methylenedioxyindan-1-one is added to the material milk but in an amount to give 10 ppm by weight of said indanone compounds mixture thereto, and yoghurt is prepared therefrom. Starting materials: CCN=C=NCCCN(C)C, CN(C)c1ccncc1, ClCCl, Cl, C=CCO, O=C(O)CCCCCCCCCO. Product: C=CCOC(=O)CCCCCCCCCO. RXN SMILES: [CH2:19]([N:20]=[C:21]=[N:22][CH2:23][CH2:24][CH2:25][N:26]([CH3:27])[CH3:28])[CH3:29].[CH3:33][N:34]([c:35]1[cH:36][cH:37][n:38][cH:39][cH:40]1)[CH3:41].[Cl:30][CH2:31][Cl:32].[ClH:18].[OH:14][CH2:15][CH:16]=[CH2:17].[OH:1][CH2:2][CH2:3][CH2:4][CH2:5][CH2:6][CH2:7][CH2:8][CH2:9][CH2:10][C:11]([OH:12])=[O:13]>>[OH:1][CH2:2][CH2:3][CH2:4][CH2:5][CH2:6][CH2:7][CH2:8][CH2:9][CH2:10][C:11]([O:12][CH2:17][CH:16]=[CH2:15])=[O:13]. Reactants: CCCCCCCCCCC(=O)Cl, C1COCCO1, CC1CC2=CC(=O)CCC2C2CCC3(C)C(O)CCC3C12, O=S(=O)(O)O. The product is CCCCCCCCCCC(=O)OC1CCC2C3C(C)CC4=CC(=O)CCC4C3CCC12C. Reaction SMILES: [C:1]([CH2:2][CH2:3][CH2:4][CH2:5][CH2:6][CH2:7][CH2:8][CH2:9][CH2:10][CH3:11])(=[O:12])[Cl:13].[O:40]1[CH2:41][CH2:42][O:43][CH2:44][CH2:45]1.[OH:14][CH:15]1[C:16]2([CH3:17])[CH:18]([CH2:19][CH2:20]1)[CH:21]1[CH:22]([CH3:34])[CH2:23][C:24]3=[CH:25][C:26](=[O:33])[CH2:27][CH2:28][CH:29]3[CH:30]1[CH2:31][CH2:32]2.[S:35](=[O:36])(=[O:37])([OH:38])[OH:39]>>[C:1]([CH2:2][CH2:3][CH2:4][CH2:5][CH2:6][CH2:7][CH2:8][CH2:9][CH2:10][CH3:11])(=[O:12])[O:14][CH:15]1[C:16]2([CH3:17])[CH:18]([CH2:19][CH2:20]1)[CH:21]1[CH:22]([CH3:34])[CH2:23][C:24]3=[CH:25][C:26](=[O:33])[CH2:27][CH2:28][CH:29]3[CH:30]1[CH2:31][CH2:32]2. The reactants are C(C1=CC=CC=C1)OC1=CC=C(C=C1)NC1=NC=C(C=C1[N+](=O)[O-])Br (N-[4-(benzyloxy)phenyl]-5-bromo-3-nitropyridin-2-amine), O.O.[Sn](Cl)Cl (tin (II) chloride dihydrate), C([O-])(O)=O.[Na+] (Sodium bicarbonate). Run in C(C)O (ethanol). Reaction conditions: temperature 70 celsius. The product is C(C1=CC=CC=C1)OC1=CC=C(C=C1)NC1=NC=C(C=C1N)Br (N2-[4-(benzyloxy)phenyl]-5-bromopyridine-2,3-diamine). RXN SMILES: [CH2:1]([O:8][C:9]1[CH:14]=[CH:13][C:12]([NH:15][C:16]2[C:21]([N+:22]([O-])=O)=[CH:20][C:19]([Br:25])=[CH:18][N:17]=2)=[CH:11][CH:10]=1)[C:2]1[CH:7]=[CH:6][CH:5]=[CH:4][CH:3]=1.O.O.[Sn](Cl)Cl.C(=O)(O)[O-].[Na+]>C(O)C>[CH2:1]([O:8][C:9]1[CH:14]=[CH:13][C:12]([NH:15][C:16]2[C:21]([NH2:22])=[CH:20][C:19]([Br:25])=[CH:18][N:17]=2)=[CH:11][CH:10]=1)[C:2]1[CH:3]=[CH:4][CH:5]=[CH:6][CH:7]=1 |f:1.2.3,4.5|. Reported procedure: N-[4-(benzyloxy)phenyl]-5-bromo-3-nitropyridin-2-amine (28.5 g, 0.071 mmol) and tin (II) chloride dihydrate (160.67 g, 0.712 mmol) were dissolved in 500 mL ethanol under N2 and the reaction mixture heated at reflux (70° C.) for 30 min. Sodium bicarbonate was then added to the cooled mixture until the pH was greater than 9.5, and then the mixture was filtered through celite which was washed with methanol. The combined organic phases were concentrated in vacuo before being re-constituted in CH2Cl2...